This data is from the Open Reaction Database (ORD), a public repository of structured organic reaction records. The task is: describe an organic reaction: reactants, conditions, products, and yield Starting materials: COC1=CC=C2CC(C(C2=C1)=O)C (6-Methoxy-2-methylindanone), C(C)OC(OCC)OCC (triethylorthoformate). Solvent: C(C)O (ethanol). Yields the product CC=1CC2=CC=C(C=C2C1OCC)OC (2-methyl-3-ethoxy-5-methoxyindene). RXN SMILES: [CH3:1][O:2][C:3]1[CH:11]=[C:10]2[C:6]([CH2:7][CH:8]([CH3:13])[C:9]2=[O:12])=[CH:5][CH:4]=1.[CH2:14](OC(OCC)OCC)[CH3:15]>C(O)C>[CH3:13][C:8]1[CH2:7][C:6]2[C:10]([C:9]=1[O:12][CH2:14][CH3:15])=[CH:11][C:3]([O:2][CH3:1])=[CH:4][CH:5]=2. Procedure: 6-Methoxy-2-methylindanone [1.76 g (0.01 mole)] is dissolved in 6.5 ml of absolute ethanol (containing 20% anhydrous ether). This solution is stirred with 2.4 g (0.016 mole) of triethylorthoformate and a drop of redistilled BF3C2H5OC2H5 for about 72 hours. The reaction mixture is diluted with ether poured slowly into 8.1 ml. of 5.0% sodium hydroxide solution with crushed ice with stirring. Two layers separate and the organic layer is washed with cold water until neutral followed by saturated sod... The reactants are sulphoxide, CS(=O)C (DMSO), ClC1=CC=C(C=O)C=C1 (p-chlorobenzaldehyde). Yields the product ClC1=CC=C(C=C1)C.CC1=C(C=CC=C1)S(=O)C1=C(C=CC=C1)C (p-Chlorotoluene (Methylphenyl) Sulphoxide). Reaction SMILES: [Cl:1][C:2]1[CH:9]=[CH:8][C:5]([CH:6]=O)=[CH:4][CH:3]=1.[CH3:10][S:11]([CH3:13])=[O:12]>>[Cl:1][C:2]1[CH:9]=[CH:8][C:5]([CH3:6])=[CH:4][CH:3]=1.[CH3:5][C:4]1[CH:3]=[CH:2][CH:9]=[CH:8][C:10]=1[S:11]([C:13]1[CH:2]=[CH:9][CH:8]=[CH:5][C:4]=1[CH3:3])=[O:12] |f:2.3|. Procedure details: The yield of p-chlorobenzaldehyde is 58%. Compared with the reaction with DMSO as sulphoxide, the yield is thus higher by a factor of 1.53. The difference between the ionisation potentials is only 0.1 eV in this case. Starting materials: O=C1N=C(NC23CC4CC(CC(C4)C2)C3)SC1CCO, ClCCl. Product: O=CCC1SC(NC23CC4CC(CC(C4)C2)C3)=NC1=O. RXN SMILES: [C:1]12([NH:11][C:12]3=[N:16][C:15](=[O:17])[CH:14]([CH2:18][CH2:19][OH:20])[S:13]3)[CH2:2][CH:3]3[CH2:4][CH:5]([CH2:6][CH:7]([CH2:8]1)[CH2:9]3)[CH2:10]2.[Cl:21][CH2:22][Cl:23]>>[C:1]12([NH:11][C:12]3=[N:16][C:15](=[O:17])[CH:14]([CH2:18][CH:19]=[O:20])[S:13]3)[CH2:2][CH:3]3[CH2:4][CH:5]([CH2:6][CH:7]([CH2:8]1)[CH2:9]3)[CH2:10]2. The reactants are NC1=CC=C2C3=C(C=NC2=C1C(=O)OC)OC=C3 (methyl 7-aminofuro[2,3-c]quinoline-6-carboxylate), NC1=CC=C2C3=C(C=NC2=C1C(=O)OC)OC=C3 (methyl 7-aminofuro[2,3-c]quinoline-6-carboxylate), [H][H] (hydrogen). The reagents and catalysts are [OH-].[OH-].[Pd+2] (palladium hydroxide on carbon). Run in O1CCOCC1 (dioxane), C(C)(=O)O (acetic acid), C(C)(=O)OCC (ethyl acetate). Run at time 24 hour. Product: NC1=CC=C2C3=C(C=NC2=C1C(=O)OC)OCC3 (methyl 7-amino-1,2-dihydrofuro[2,3-c]quinoline-6-carboxylate). Yield: 58.5%. RXN SMILES: [NH2:1][C:2]1[C:11]([C:12]([O:14][CH3:15])=[O:13])=[C:10]2[C:5]([C:6]3[CH:18]=[CH:17][O:16][C:7]=3[CH:8]=[N:9]2)=[CH:4][CH:3]=1.[H][H]>O1CCOCC1.C(O)(=O)C.C(OCC)(=O)C.[OH-].[OH-].[Pd+2]>[NH2:1][C:2]1[C:11]([C:12]([O:14][CH3:15])=[O:13])=[C:10]2[C:5]([C:6]3[CH2:18][CH2:17][O:16][C:7]=3[CH:8]=[N:9]2)=[CH:4][CH:3]=1 |f:5.6.7|. Procedure details: A solution of methyl 7-aminofuro[2,3-c]quinoline-6-carboxylate (Intermediate 24, 1.13 g) in a mixture of dioxane (5 mL) and acetic acid (5 mL) was treated under an atmosphere of nitrogen with palladium hydroxide on carbon (10%, 0.1 g). The nitrogen was replaced by hydrogen and the mixture was stirred under an atmosphere of hydrogen for 24 hours. The mixture was diluted with ethyl acetate and filtered through Celite and the filtrate was washed with 1M aqueous sodium hydroxide solution, dried (MgS... The reactants are O (water), BrC1=CC=C(C=C1)S(=O)(=O)C(F)(F)F (1-Bromo-4-trifluoromethanesulfonyl-benzene), N1CCNCC1 (piperazine), C([O-])([O-])=O.[K+].[K+] (potassium carbonate). Run in C(C)#N (acetonitrile). Yields the product FC(S(=O)(=O)C1=CC=C(C=C1)N1CCNCC1)(F)F (1-(4-Trifluoromethanesulfonyl-phenyl)-piperazine). As a reaction SMILES: Br[C:2]1[CH:7]=[CH:6][C:5]([S:8]([C:11]([F:14])([F:13])[F:12])(=[O:10])=[O:9])=[CH:4][CH:3]=1.[NH:15]1[CH2:20][CH2:19][NH:18][CH2:17][CH2:16]1.C(=O)([O-])[O-].[K+].[K+].O>C(#N)C>[F:12][C:11]([F:14])([F:13])[S:8]([C:5]1[CH:6]=[CH:7][C:2]([N:15]2[CH2:20][CH2:19][NH:18][CH2:17][CH2:16]2)=[CH:3][CH:4]=1)(=[O:10])=[O:9] |f:2.3.4|. Reported procedure: A mixture of 1 mmol 1-Bromo-4-trifluoromethanesulfonyl-benzene [Nodiff et al., J. Org. Chem. 25, 60 (1960)], 3 mmol of piperazine and 2 mmol of potassium carbonate in 5 ml of acetonitrile was refluxed for 2 hours. The resulting mixture was poured into water, extracted with ethyl acetate, dried, concentrated and purified by column chromatography (SiO2; Et2O/cyclohexane) to yield the title compound as a colorless solid. MS (m/e): 295.2 (MH+, 100%)